Dataset: the Open Reaction Database (ORD), a public repository of structured organic reaction records. Task: describe an organic reaction: reactants, conditions, products, and yield Reactants: O=c1c2cc(Br)ccc2oc2cccnc12, ClCCl, O=C(OC(=O)C(F)(F)F)C(F)(F)F, NC(N)=O, [O-][O-]. The product is O=c1c2cc(Br)ccc2oc2ccc[n+]([O-])c12. Reaction SMILES: [Br:1][c:2]1[cH:3][c:4]2[c:5](=[O:16])[c:6]3[n:7][cH:8][cH:9][cH:10][c:11]3[o:12][c:13]2[cH:14][cH:15]1.[Cl:36][CH2:37][Cl:38].[F:23][C:24]([F:25])([F:26])[C:27]([O:28][C:29](=[O:30])[C:31]([F:32])([F:33])[F:34])=[O:35].[NH2:17][C:18]([NH2:19])=[O:20].[O-:21][O-:22]>>[Br:1][c:2]1[cH:3][c:4]2[c:5](=[O:16])[c:6]3[n+:7]([O-:20])[cH:8][cH:9][cH:10][c:11]3[o:12][c:13]2[cH:14][cH:15]1.